Dataset: the Open Reaction Database (ORD), a public repository of structured organic reaction records. Task: describe an organic reaction: reactants, conditions, products, and yield Starting materials: Cl.COC1=CC=C(C=C1)NN (4-methoxyphenylhydrazine hydrochloride), O=C1C(CCSC2=C1C=CC=C2)CC(=O)O (5-oxo-2,3,4,5-tetrahydro[1]benzothiepine-4-acetic acid). Yields the product ClC=1C=CC2=C(C(C(CCS2)CC(=O)O)=O)C1 (7-chloro-5-oxo-2,3,4,5-tetrahydro[1]benzothiepine-4-acetic acid), Cl.ClC1=CC=C(C=C1)NN (4-chlorophenylhydrazine hydrochloride), chloro-2-(4-chlorophenyl)-4,4a,5,6-hexahydro-[1]benzothiepino[5,4-c]pyridazin-3(2H)-one. RXN SMILES: [O:1]=[C:2]1[C:8]2[CH:9]=[CH:10][CH:11]=[CH:12][C:7]=2[S:6][CH2:5][CH2:4][CH:3]1[CH2:13][C:14]([OH:16])=[O:15].[ClH:17].CO[C:20]1[CH:25]=[CH:24][C:23]([NH:26][NH2:27])=[CH:22][CH:21]=1>>[Cl:17][C:10]1[CH:11]=[CH:12][C:7]2[S:6][CH2:5][CH2:4][CH:3]([CH2:13][C:14]([OH:16])=[O:15])[C:2](=[O:1])[C:8]=2[CH:9]=1.[ClH:17].[Cl:17][C:20]1[CH:25]=[CH:24][C:23]([NH:26][NH2:27])=[CH:22][CH:21]=1 |f:1.2,4.5|. Procedure: Substitution in the procedure of Example 4 for the 5-oxo-2,3,4,5-tetrahydro[1]benzothiepine-4-acetic acid and the 4-methoxyphenylhydrazine hydrochloride used therein of 7-chloro-5-oxo-2,3,4,5-tetrahydro[1]benzothiepine-4-acetic acid and 4-chlorophenylhydrazine hydrochloride, respectively, produces 10 chloro-2-(4-chlorophenyl)-4,4a,5,6-hexahydro-[1]benzothiepino[5,4-c]pyridazin-3(2H)-one, melting at 141°-143° C. Reactants: CCO, Cn1ccc2cc(B(O)O)ccc21, CCOC(C)=O, Cc1ccccc1, CCOC(=O)c1cnc(C)nc1Cl, [Na+], O=C([O-])O, O, [Pd], c1ccc(P(c2ccccc2)c2ccccc2)cc1, c1ccc(P(c2ccccc2)c2ccccc2)cc1, c1ccc(P(c2ccccc2)c2ccccc2)cc1, c1ccc(P(c2ccccc2)c2ccccc2)cc1. Yields the product CCOC(=O)c1cnc(C)nc1-c1ccc2c(ccn2C)c1. Reaction SMILES: [CH3:13][CH2:14][OH:15].[CH3:29][n:30]1[cH:31][cH:32][c:33]2[cH:34][c:35]([B:39]([OH:40])[OH:41])[cH:36][cH:37][c:38]12.[CH3:42][CH2:43][O:44][C:45](=[O:46])[CH3:47].[CH3:6][c:7]1[cH:8][cH:9][cH:10][cH:11][cH:12]1.[Cl:16][c:17]1[n:18][c:19]([CH3:28])[n:20][cH:21][c:22]1[C:23](=[O:24])[O:25][CH2:26][CH3:27].[Na+:5].[O-:1][C:2]([OH:3])=[O:4].[OH2:48].[Pd:49].[c:107]1([P:108]([c:109]2[cH:110][cH:111][cH:112][cH:113][cH:114]2)[c:115]2[cH:116][cH:117][cH:118][cH:119][cH:120]2)[cH:121][cH:122][cH:123][cH:124][cH:125]1.[c:50]1([P:51]([c:52]2[cH:53][cH:54][cH:55][cH:56][cH:57]2)[c:58]2[cH:59][cH:60][cH:61][cH:62][cH:63]2)[cH:64][cH:65][cH:66][cH:67][cH:68]1.[c:69]1([P:70]([c:71]2[cH:72][cH:73][cH:74][cH:75][cH:76]2)[c:77]2[cH:78][cH:79][cH:80][cH:81][cH:82]2)[cH:83][cH:84][cH:85][cH:86][cH:87]1.[c:88]1([P:89]([c:90]2[cH:91][cH:92][cH:93][cH:94][cH:95]2)[c:96]2[cH:97][cH:98][cH:99][cH:100][cH:101]2)[cH:102][cH:103][cH:104][cH:105][cH:106]1>>[c:17]1(-[c:35]2[cH:34][c:33]3[cH:32][cH:31][n:30]([CH3:29])[c:38]3[cH:37][cH:36]2)[n:18][c:19]([CH3:28])[n:20][cH:21][c:22]1[C:23](=[O:24])[O:25][CH2:26][CH3:27].